Dataset: the Open Reaction Database (ORD), a public repository of structured organic reaction records. Task: describe an organic reaction: reactants, conditions, products, and yield The reactants are NC1=C(SC(=C1)C1=CC=NC=C1)C(=O)N (3-amino-5-(pyridin-4-yl)thiophene-2-carboxamide), O.C1(=CC=C(C=C1)S(=O)(=O)O)C (p-toluenesulfonic acid monohydrate), C(C1=CC=CC=C1)=O (benzaldehyde), C1(=CC=CC=C1)C (toluene). Run in CC(=O)O (AcOH). The product is C1(=CC=CC=C1)C1NC(C2=C(N1)C=C(S2)C2=CC=NC=C2)=O (2-phenyl-6-(pyridin-4-yl)-2,3-dihydrothieno[3,2-d]pyrimidin-4(1H)-one). Yield: 28.3%. RXN SMILES: [NH2:1][C:2]1[CH:6]=[C:5]([C:7]2[CH:12]=[CH:11][N:10]=[CH:9][CH:8]=2)[S:4][C:3]=1[C:13]([NH2:15])=[O:14].O.[C:17]1([CH3:27])[CH:22]=[CH:21][C:20](S(O)(=O)=O)=[CH:19][CH:18]=1.C(=O)C1C=CC=CC=1.C1(C)C=CC=CC=1>CC(O)=O>[C:17]1([CH:27]2[NH:1][C:2]3[CH:6]=[C:5]([C:7]4[CH:8]=[CH:9][N:10]=[CH:11][CH:12]=4)[S:4][C:3]=3[C:13](=[O:14])[NH:15]2)[CH:22]=[CH:21][CH:20]=[CH:19][CH:18]=1 |f:1.2|. Procedure: A mixture of 3-amino-5-(pyridin-4-yl)thiophene-2-carboxamide (99.9 mg, 0.456 mmol), p-toluenesulfonic acid monohydrate (8.67 mg, 0.046 mmol), benzaldehyde (0.056 mL, 0.547 mmol) and toluene (5 mL) was refluxed for 2 h. The reaction didn't occur. After cooling, AcOH (3 mL) was added, and the mixture was refluxed for 3 h. The reaction mixture was concentrated in vacuo. The residue was suspended in DMSO (3 mL) and the insoluble materials were filtered off. The filtrate was purified by preparative H... Starting materials: C(#N)[BH3-].[Na+] (sodium cyanoborohydride), C1OC(CCCC(C(=O)OCC)=O)(C=2SC=CC2)OC1 (Ethyl 6,6-ethylenedioxy-2-oxo-6-(2-thienyl)-hexanoate), C(C)(C)(C)OC([C@H]1N(CCC1)C([C@@H](N)C)=O)=O (L-alanyl-L-proline t-butyl ester), C(C)(=O)O (Acetic acid). Solvent: C(C)O (ethanol). Run at time 1 hour. The product is C(C)(C)(C)OC([C@H]1N(CCC1)C([C@@H](NC(CCCC1(C=2SC=CC2)OCCO1)C(=O)OCC)C)=O)=O (N-[1-ethoxycarbonyl-5,5-ethylenedioxy-5-(2-thienyl)pentyl]-L-alanyl-L-proline t-butyl ester). Reaction SMILES: [CH2:1]1[CH2:20][O:19][C:3]([C:14]2[S:15][CH:16]=[CH:17][CH:18]=2)([CH2:4][CH2:5][CH2:6][C:7](=O)[C:8]([O:10][CH2:11][CH3:12])=[O:9])[O:2]1.[C:21]([O:25][C:26](=[O:37])[C@@H:27]1[CH2:31][CH2:30][CH2:29][N:28]1[C:32](=[O:36])[C@H:33]([CH3:35])[NH2:34])([CH3:24])([CH3:23])[CH3:22].C(O)(=O)C.C([BH3-])#N.[Na+]>C(O)C>[C:21]([O:25][C:26](=[O:37])[C@@H:27]1[CH2:31][CH2:30][CH2:29][N:28]1[C:32](=[O:36])[C@H:33]([CH3:35])[NH:34][CH:7]([C:8]([O:10][CH2:11][CH3:12])=[O:9])[CH2:6][CH2:5][CH2:4][C:3]1([O:19][CH2:20][CH2:1][O:2]1)[C:14]1[S:15][CH:16]=[CH:17][CH:18]=1)([CH3:23])([CH3:22])[CH3:24] |f:3.4|. Procedure: Ethyl 6,6-ethylenedioxy-2-oxo-6-(2-thienyl)-hexanoate (3 g.) and L-alanyl-L-proline t-butyl ester (2.5 g.) were added to a suspension of freshly activated 4 Å molecular sieve (15 g.) in ethanol (35 ml.) and the mixture was stirred at laboratory temperature for 1 hour. Acetic acid (1.25 ml.) was added, and sodium cyanoborohydride (0.625 g.) was then added in portions during 1 hour. The mixture was stirred at laboratory temperature for 48 hours and then filtered, and the filtrate was evaporated to...